From a dataset of the Open Reaction Database (ORD), a public repository of structured organic reaction records. describe an organic reaction: reactants, conditions, products, and yield The reactants are O (water), ClC1=C2C(=NC=C1CO)N(N=C2)CC (4-chloro-1-ethyl-1H-pyrazolo[3,4-b]pyridine-5-methanol). Reagents/catalysts: O=[Mn]=O (MnO2). Solvent: C1(=CC=CC=C1)C (toluene), C1(=CC=CC=C1)C (toluene). Run at time 6 hour. The product is ClC1=C2C(=NC=C1C=O)N(N=C2)CC (4-chloro-1-ethyl-1H-pyrazolo[3,4-b]pyridine-5-carboxaldehyde). The yield is 67.5%. RXN SMILES: O.[Cl:2][C:3]1[C:8]([CH2:9][OH:10])=[CH:7][N:6]=[C:5]2[N:11]([CH2:14][CH3:15])[N:12]=[CH:13][C:4]=12>C1(C)C=CC=CC=1.O=[Mn]=O>[Cl:2][C:3]1[C:8]([CH:9]=[O:10])=[CH:7][N:6]=[C:5]2[N:11]([CH2:14][CH3:15])[N:12]=[CH:13][C:4]=12. Procedure: Wet MnO2 (110 g) was refluxed for 90 minutes in 1 L of toluene with a Dean-Stark trap for the separation of water. This suspension was then cooled and the 4-chloro-1-ethyl-1H-pyrazolo[3,4-b]pyridine-5-methanol (17.5 g, 82.7 mmole) was added in 50 ml of toluene. The reaction mixture was then stirred for 6 hours and filtered with the aid of a filter pad. The toluene was evaporated and the residue added again to 100 g of wet MnO2 freshly prepared in the above manner. After additional 4 hours the re... The reactants are ClCC1=CC=C(C=C1)N1N=C(C=2CCCCC12)C(F)(F)F (1-[4-(chloromethyl)phenyl]-3-(trifluoromethyl)-4,5,6,7-tetrahydro-1H-indazole), CNC(CC)=O (N-methylpropanamide). The product is CN(C(CC)=O)CC1=CC=C(C=C1)N1N=C(C=2CCCCC12)C(F)(F)F (N-methyl-N-({4-[3-(trifluoromethyl)-4,5,6,7-tetrahydro-1H-indazol-1-yl]phenyl}methyl)propanamide). Reaction SMILES: Cl[CH2:2][C:3]1[CH:8]=[CH:7][C:6]([N:9]2[C:17]3[CH2:16][CH2:15][CH2:14][CH2:13][C:12]=3[C:11]([C:18]([F:21])([F:20])[F:19])=[N:10]2)=[CH:5][CH:4]=1.[CH3:22][NH:23][C:24](=[O:27])[CH2:25][CH3:26]>>[CH3:22][N:23]([CH2:2][C:3]1[CH:8]=[CH:7][C:6]([N:9]2[C:17]3[CH2:16][CH2:15][CH2:14][CH2:13][C:12]=3[C:11]([C:18]([F:21])([F:20])[F:19])=[N:10]2)=[CH:5][CH:4]=1)[C:24](=[O:27])[CH2:25][CH3:26]. Reported procedure: The title compound was prepared from 1-[4-(chloromethyl)phenyl]-3-(trifluoromethyl)-4,5,6,7-tetrahydro-1H-indazole and N-methylpropanamide using a similar procedure to that described for Description 15. The reactants are ClC1=C(C(=NC(=N1)C1=NC=C(C=C1)[N+](=O)[O-])NCC(F)(F)F)C1=C(C=C(C=C1F)F)F (6-chloro-2-(5-nitropyridin-2-yl)-N-(2,2,2-trifluoroethyl)-5-(2,4,6-trifluorophenyl)pyrimidin-4-amine). The reagents and catalysts are [Fe] (Iron). Run in CO (methyl alcohol), C(C)(=O)O (acetic acid), C(C)(=O)OCC (ethyl acetate). Reaction conditions: temperature 100 celsius. Yields the product NC=1C=CC(=NC1)C1=NC(=C(C(=N1)NCC(F)(F)F)C1=C(C=C(C=C1F)F)F)Cl (2-(5-aminopyridin-2-yl)-6-chloro-N-(2,2,2-trifluoroethyl)-5-(2,4,6-trifluorophenyl)pyrimidin-4-amine). The yield is 104.8%. RXN SMILES: [Cl:1][C:2]1[N:7]=[C:6]([C:8]2[CH:13]=[CH:12][C:11]([N+:14]([O-])=O)=[CH:10][N:9]=2)[N:5]=[C:4]([NH:17][CH2:18][C:19]([F:22])([F:21])[F:20])[C:3]=1[C:23]1[C:28]([F:29])=[CH:27][C:26]([F:30])=[CH:25][C:24]=1[F:31]>CO.C(O)(=O)C.C(OCC)(=O)C.[Fe]>[NH2:14][C:11]1[CH:12]=[CH:13][C:8]([C:6]2[N:5]=[C:4]([NH:17][CH2:18][C:19]([F:22])([F:21])[F:20])[C:3]([C:23]3[C:28]([F:29])=[CH:27][C:26]([F:30])=[CH:25][C:24]=3[F:31])=[C:2]([Cl:1])[N:7]=2)=[N:9][CH:10]=1. Reported procedure: A mixture of 6-chloro-2-(5-nitropyridin-2-yl)-N-(2,2,2-trifluoroethyl)-5-(2,4,6-trifluorophenyl)pyrimidin-4-amine (101 mg, 0.22 mmol) and Iron powder (256 mg, 4.58 mmol) in 2 mL of methyl alcohol and 1 mL of acetic acid is heated at 100° C. for 1 h. The reaction mixture is cooled to room temperature and diluted with ethyl acetate. The organic layer is washed with saturated sodium bicarbonate and then with saturated sodium chloride, dried over magnesium sulfate, filtered, concentrated and dried u... The reactants are [I-].[Na+] (sodium iodide), C([O-])([O-])=O.[Na+].[Na+] (sodium carbonate), ClC=1C=C2C(=CNC2=CC1)CCNC(C1=CC=C(C=C1)CCl)=O (N-(2-(5-chloro-1H-indol-3-yl)ethyl)-4-(chloromethyl)benzamide), COC1=C(C=CC=C1)B(O)O (2-methoxyphenylboronic acid). The reagents and catalysts are C=1C=CC(=CC1)[P](C=2C=CC=CC2)(C=3C=CC=CC3)[Pd]([P](C=4C=CC=CC4)(C=5C=CC=CC5)C=6C=CC=CC6)([P](C=7C=CC=CC7)(C=8C=CC=CC8)C=9C=CC=CC9)[P](C=1C=CC=CC1)(C=1C=CC=CC1)C=1C=CC=CC1 (tetrakis(triphenylphosphine)palladium(0)). Run in O (water), C(OC)COC (dimethoxyethane). The product is eluent, ClC=1C=C2C(=CNC2=CC1)CCNC(C1=CC=C(C=C1)CC1=C(C=CC=C1)OC)=O (N-(2-(5-Chloro-1H-indol-3-yl)ethyl)-4-(2-methoxybenzyl)benzamide). Isolated yield 64.1%. RXN SMILES: [Cl:1][C:2]1[CH:3]=[C:4]2[C:8](=[CH:9][CH:10]=1)[NH:7][CH:6]=[C:5]2[CH2:11][CH2:12][NH:13][C:14](=[O:23])[C:15]1[CH:20]=[CH:19][C:18]([CH2:21]Cl)=[CH:17][CH:16]=1.[CH3:24][O:25][C:26]1[CH:31]=[CH:30][CH:29]=[CH:28][C:27]=1B(O)O.C(=O)([O-])[O-].[Na+].[Na+].[I-].[Na+]>C(COC)OC.O.C1C=CC([P]([Pd]([P](C2C=CC=CC=2)(C2C=CC=CC=2)C2C=CC=CC=2)([P](C2C=CC=CC=2)(C2C=CC=CC=2)C2C=CC=CC=2)[P](C2C=CC=CC=2)(C2C=CC=CC=2)C2C=CC=CC=2)(C2C=CC=CC=2)C2C=CC=CC=2)=CC=1>[Cl:1][C:2]1[CH:3]=[C:4]2[C:8](=[CH:9][CH:10]=1)[NH:7][CH:6]=[C:5]2[CH2:11][CH2:12][NH:13][C:14](=[O:23])[C:15]1[CH:20]=[CH:19][C:18]([CH2:21][C:27]2[CH:28]=[CH:29][CH:30]=[CH:31][C:26]=2[O:25][CH3:24])=[CH:17][CH:16]=1 |f:2.3.4,5.6,^1:53,55,74,93|. Reported procedure: N-(2-(5-Chloro-1H-indol-3-yl)ethyl)-4-(2-methoxybenzyl)benzamide was prepared according to method B with N-(2-(5-chloro-1H-indol-3-yl)ethyl)-4-(chloromethyl)benzamide (0.075 g; 0.216 mmol), 2-methoxyphenylboronic acid (0.034 g; 0.216 mmol), tetrakis(triphenylphosphine)palladium(0) (0.013 g; 0.011 mmol), sodium carbonate (0.045 g; 0.431 mmol), sodium iodide (0.064 g; 0.431 mmol), in dimethoxyethane (3 mL) and water (1 mL), irradiated in a microwave oven at 130° C. for 15 minutes. Flash chromatogr... As a reaction SMILES: [CH3:1][O:2][C:3](=[O:11])[C:4]1[CH:9]=[CH:8][C:7](F)=[CH:6][CH:5]=1.[CH2:12]([N:19]1[CH2:24][CH2:23][NH:22][CH2:21][CH2:20]1)[C:13]1[CH:18]=[CH:17][CH:16]=[CH:15][CH:14]=1.C(=O)([O-])[O-].[K+].[K+]>C(#N)C>[CH3:1][O:2][C:3](=[O:11])[C:4]1[CH:9]=[CH:8][C:7]([N:22]2[CH2:23][CH2:24][N:19]([CH2:12][C:13]3[CH:14]=[CH:15][CH:16]=[CH:17][CH:18]=3)[CH2:20][CH2:21]2)=[CH:6][CH:5]=1 |f:2.3.4|. Procedure: 4-Fluorobenzoic acid methyl ester (200 mmol), 1-benzyl-piperazine (300 mmol), and potassium carbonate (300 mmol) are suspended in acetonitrile (400 ml) and stirred under reflux for 6 days. After evaporation of the solvent, the residue is dissolved in water and extracted three times with diethylether. The extract is dried over sodium sulfate and evaporated. The residue is purified by flash chromatographic on silica gel with (CH2Cl2 first, then CH2Cl2/MeOH=15:1) as mobile phase. The product contai... Solvent: C(C)#N (acetonitrile). Yields the product COC(C1=CC=C(C=C1)N1CCN(CC1)CC1=CC=CC=C1)=O (4-(4-Benzyl-piperazin-1-yl)-benzoic acid methyl ester). Reactants: COC(C1=CC=C(C=C1)F)=O (4-Fluorobenzoic acid methyl ester), C(C1=CC=CC=C1)N1CCNCC1 (1-benzyl-piperazine), C([O-])([O-])=O.[K+].[K+] (potassium carbonate). Solvent: C(C)(=O)O (acetic acid). Product: NCCSCC1=C(N=CS1)C (5-(2-aminoethyl)thiomethyl-4-methylthiazole). Reactants: Cl.COCC1=C(N=CS1)C (5-Methoxymethyl-4-methylthiazole hydrochloride), Cl.NCCS (cysteamine hydrochoride). Procedure: 5-Methoxymethyl-4-methylthiazole hydrochloride (1.04 g.) and 0.66 g. of cysteamine hydrochoride in 5.5 ml. of acetic acid was refluxed for 24 hours. The mixture was concentrated and the residue was dissolved in water. The aqueous solution was neutralized with sodium hydroxide and extracted with chloroform. The extract was dried (MgSO4) and evaporated to dryness to give 5-(2-aminoethyl)thiomethyl-4-methylthiazole. RXN SMILES: Cl.CO[CH2:4][C:5]1[S:9][CH:8]=[N:7][C:6]=1[CH3:10].Cl.[NH2:12][CH2:13][CH2:14][SH:15]>C(O)(=O)C>[NH2:12][CH2:13][CH2:14][S:15][CH2:4][C:5]1[S:9][CH:8]=[N:7][C:6]=1[CH3:10] |f:0.1,2.3|. Starting materials: COC(=O)CCCC(CCC#N)CCc1cccnc1, CO, [H][H], N. The product is COC(=O)CCCC(CCCN)CCc1cccnc1. RXN SMILES: [C:1](#[N:2])[CH2:3][CH2:4][CH:5]([CH2:6][CH2:7][CH2:8][C:9](=[O:10])[O:11][CH3:12])[CH2:13][CH2:14][c:15]1[cH:16][n:17][cH:18][cH:19][cH:20]1.[CH3:24][OH:25].[H:22][H:23].[NH3:21]>>[CH2:1]([NH2:2])[CH2:3][CH2:4][CH:5]([CH2:6][CH2:7][CH2:8][C:9](=[O:10])[O:11][CH3:12])[CH2:13][CH2:14][c:15]1[cH:16][n:17][cH:18][cH:19][cH:20]1.